From a dataset of the Open Reaction Database (ORD), a public repository of structured organic reaction records. describe an organic reaction: reactants, conditions, products, and yield Starting materials: C(CCCCC)OC1=CC=C(C=C1)CCCCCCCCC(=O)Cl (9(4-hexyloxyphenyl)nonanoyl chloride), O (water), Cl.NO (hydroxylamine hydrochloride), C([O-])([O-])=O.[Na+].[Na+] (sodium carbonate). Run in C(Cl)Cl (CH2Cl2), C(Cl)Cl (CH2Cl2). Yields the product C(CCCCC)OC1=CC=C(C=C1)CCCCCCCCC(=O)NO (9(4-Hexyloxyphenyl)nonanohydroxamic acid). Isolated yield 10.8%. RXN SMILES: Cl.[NH2:2][OH:3].C(=O)([O-])[O-].[Na+].[Na+].[CH2:10]([O:16][C:17]1[CH:22]=[CH:21][C:20]([CH2:23][CH2:24][CH2:25][CH2:26][CH2:27][CH2:28][CH2:29][CH2:30][C:31](Cl)=[O:32])=[CH:19][CH:18]=1)[CH2:11][CH2:12][CH2:13][CH2:14][CH3:15].O>C(Cl)Cl>[CH2:10]([O:16][C:17]1[CH:22]=[CH:21][C:20]([CH2:23][CH2:24][CH2:25][CH2:26][CH2:27][CH2:28][CH2:29][CH2:30][C:31]([NH:2][OH:3])=[O:32])=[CH:19][CH:18]=1)[CH2:11][CH2:12][CH2:13][CH2:14][CH3:15] |f:0.1,2.3.4|. Procedure details: To a cold, stirring suspension of 1.2 gms hydroxylamine hydrochloride and 1.7 gms sodium carbonate in 40 ml CH2Cl2 was added dropwise 4.2 gms 9(4-hexyloxyphenyl)nonanoyl chloride. The mixture was stirred for 1/2 hr in the cold, then 2 ml water was added, and the reaction was stirred at room temperature overnight. The suspension was then diluted with CH2Cl2, washed three times with water and once with NaCl solution, then dried over MgSO4. The drying agent was filtered off and the solvent was remo... Conditions: time 1 hour. Reactants: [H-].[Al+3].[Li+].[H-].[H-].[H-] (Lithium aluminium hydride), C(C)OC(=O)C1(CC2=C(C(=C(C(=C2C1)OC)OC)OC)OC)CCCCCCCC(=O)OCC (ethyl 8-(2-ethoxycarbonyl-4,5,6,7-tetramethoxyindan-2-yl)octanoate), Cl (hydrochloric acid). Run in C(C)OCC (diethyl ether). As a reaction SMILES: [H-].[Al+3].[Li+].[H-].[H-].[H-].C([O:9][C:10]([C:12]1([CH2:29][CH2:30][CH2:31][CH2:32][CH2:33][CH2:34][CH2:35][C:36](OCC)=[O:37])[CH2:20][C:19]2[C:14](=[C:15]([O:27][CH3:28])[C:16]([O:25][CH3:26])=[C:17]([O:23][CH3:24])[C:18]=2[O:21][CH3:22])[CH2:13]1)=O)C.Cl>C(OCC)C>[OH:9][CH2:10][C:12]1([CH2:29][CH2:30][CH2:31][CH2:32][CH2:33][CH2:34][CH2:35][CH2:36][OH:37])[CH2:13][C:14]2[C:19](=[C:18]([O:21][CH3:22])[C:17]([O:23][CH3:24])=[C:16]([O:25][CH3:26])[C:15]=2[O:27][CH3:28])[CH2:20]1 |f:0.1.2.3.4.5|. Yield: 95.1%. Yields the product OCC1(CC2=C(C(=C(C(=C2C1)OC)OC)OC)OC)CCCCCCCCO (8-(2-Hydroxymethyl-4,5,6,7-tetramethoxyindan-2-yl)octanol). Procedure: Lithium aluminium hydride (72.1 mg, 1.90 mmols) was added to a diethyl ether (6.0 ml) solution of ethyl 8-(2-ethoxycarbonyl-4,5,6,7-tetramethoxyindan-2-yl)octanoate (315 mg, 0.634 mmols), with cooling with ice. The reaction mixture was warmed to room temperature, and then stirred for 1 hour. 1N hydrochloric acid was added to the reaction mixture with cooling with ice, which was then extracted with ethyl acetate. The organic layer was washed with a saturated aqueous sodium chloride solution, and ... The reactants are FC1=CC(=C(C=C1)C(=CC1=NN=NN1C)C1=C(C=C(C=C1)F)C)C (1,1-bis(4-fluoro-2-methylphenyl)-2-(1-methyl-1H-tetrazol-5-yl)ethene), C(CCC)[Li] (butyl lithium), C(=O)OCC (ethyl formate). The solvent is O1CCCC1 (tetrahydrofuran). Reaction conditions: time 0.25 hour. Yields the product FC1=CC(=C(C=C1)C(=C(C=O)C1=NN=NN1C)C1=C(C=C(C=C1)F)C)C (3,3-Bis(4-fluoro-2-methylphenyl)-2-(1-methyl-1H-tetrazol-5-yl)-2-propenal). The yield is 56.4%. RXN SMILES: [F:1][C:2]1[CH:7]=[CH:6][C:5]([C:8]([C:16]2[CH:21]=[CH:20][C:19]([F:22])=[CH:18][C:17]=2[CH3:23])=[CH:9][C:10]2[N:14]([CH3:15])[N:13]=[N:12][N:11]=2)=[C:4]([CH3:24])[CH:3]=1.C([Li])CCC.[CH:30](OCC)=[O:31]>O1CCCC1>[F:1][C:2]1[CH:7]=[CH:6][C:5]([C:8]([C:16]2[CH:21]=[CH:20][C:19]([F:22])=[CH:18][C:17]=2[CH3:23])=[C:9]([C:10]2[N:14]([CH3:15])[N:13]=[N:12][N:11]=2)[CH:30]=[O:31])=[C:4]([CH3:24])[CH:3]=1. Procedure: To a solution of 1,1-bis(4-fluoro-2-methylphenyl)-2-(1-methyl-1H-tetrazol-5-yl)ethene (1.6 g, 5.0 mmoles) in tetrahydrofuran at -70° C. was added butyl lithium (2.3 mL of 2.2M solution, 5.0 mmoles). After stirring for 0.25 hour, ethyl formate (0.44 g, 6.0 mmoles) was added and the mixture stirred for 2 hours. The reaction was quenched with 1N hydrochloric acid and the mixture was extracted with methylene chloride. The extracts were dried and concentrated in vacuo to give 1.0 g of the title compo... Reactants: CSc1ccc(Sc2ccc3c(c2)CCN3)cc1, O=C(Cl)C(=O)Cl, ClCCl, CN(C)C=O, CC(O)(C(=O)O)C(F)(F)F. The product is CSc1ccc(Sc2ccc3c(c2)CCN3C(=O)C(C)(O)C(F)(F)F)cc1. As a reaction SMILES: [CH3:22][S:23][c:24]1[cH:25][cH:26][c:27]([S:30][c:31]2[cH:32][c:33]3[c:37]([cH:38][cH:39]2)[NH:36][CH2:35][CH2:34]3)[cH:28][cH:29]1.[Cl:1][C:2]([C:3]([Cl:4])=[O:5])=[O:6].[Cl:40][CH2:41][Cl:42].[O:17]=[CH:18][N:19]([CH3:20])[CH3:21].[OH:7][C:8]([C:9](=[O:10])[OH:11])([C:12]([F:13])([F:14])[F:15])[CH3:16]>>[OH:7][C:8]([C:9](=[O:10])[N:36]1[CH2:35][CH2:34][c:33]2[cH:32][c:31]([S:30][c:27]3[cH:26][cH:25][c:24]([S:23][CH3:22])[cH:29][cH:28]3)[cH:39][cH:38][c:37]21)([C:12]([F:13])([F:14])[F:15])[CH3:16]. Starting materials: CCC(=O)c1cccc(Br)c1, CC[SiH](CC)CC, O=C(O)C(F)(F)F. Yields the product CCCc1cccc(Br)c1. Reaction SMILES: [Br:1][c:2]1[cH:3][c:4]([C:8]([CH2:9][CH3:10])=[O:11])[cH:5][cH:6][cH:7]1.[CH2:12]([SiH:13]([CH2:14][CH3:15])[CH2:16][CH3:17])[CH3:18].[F:19][C:20]([F:21])([F:22])[C:23]([OH:24])=[O:25]>>[Br:1][c:2]1[cH:3][c:4]([CH2:8][CH2:9][CH3:10])[cH:5][cH:6][cH:7]1.